This data is from the Open Reaction Database (ORD), a public repository of structured organic reaction records. The task is: describe an organic reaction: reactants, conditions, products, and yield The reactants are C\C(=C/CO)\CC ((2E)-3-methyl-2-penten-1-ol), CC(=CCO)CCC=CCCC=CC (3-methyl-2,6,10-dodecatrien-1-ol), 6E, 10E. The product is C\C(=C/CO)\C\C=C\C(=C)C ((2E, 5E)-3,7-dimethyl-2,5,7-octatrien-1-ol). RXN SMILES: [CH3:1]/[C:2](/[CH2:6][CH3:7])=[CH:3]\[CH2:4][OH:5].[CH3:8][C:9]([CH2:13]CC=CCCC=CC)=[CH:10]CO>>[CH3:1]/[C:2](/[CH2:6]/[CH:7]=[CH:10]/[C:9]([CH3:13])=[CH2:8])=[CH:3]\[CH2:4][OH:5]. Reported procedure: (2E, 6E, 10E)-3-methyl-2,6,10-dodecatrien-1-ol; Reactants: heptanes, C1C(CC2=CC=CC=C12)(C(=O)O)C(=O)O (indan-2,2-dicarboxylic acid), butyl ester ethyl ester, FC(C(=O)O)(F)F (Trifluoroacetic acid). Run in C(Cl)Cl (DCM). Reaction conditions: time 20 hour. The product is C(C)OC(=O)C1(CC2=CC=CC=C2C1)C(=O)O (Indan-2,2-dicarboxylic acid ethyl ester). Reaction SMILES: [CH2:1]1[C:9]2[C:4](=[CH:5][CH:6]=[CH:7][CH:8]=2)[CH2:3][C:2]1([C:13]([OH:15])=[O:14])[C:10]([OH:12])=[O:11].F[C:17](F)(F)[C:18](O)=O>C(Cl)Cl>[CH2:17]([O:11][C:10]([C:2]1([C:13]([OH:15])=[O:14])[CH2:3][C:4]2[C:9](=[CH:8][CH:7]=[CH:6][CH:5]=2)[CH2:1]1)=[O:12])[CH3:18]. Procedure: A 200 mL round bottom flask is charged with indan-2,2-dicarboxylic acid tent-butyl ester ethyl ester (8.69 g, 29.93 mmol). DCM (40 mL) and a stirring bar are added. Stirring is initiated. Trifluoroacetic acid (20.0 mL, 269 mmol) is added. After 20 h, tlc analysis (silica, 1:1 ethyl actetate:heptanes), indicates complete consumption of starting material. The reaction mixture is diluted with DCM (50 mL) and evaporated under reduced pressure. The resultant oil is diluted with DCM (55 mL) and evapor... RXN SMILES: [CH2:47]1[O:48][CH2:49][CH2:50][CH2:51]1.[CH3:1][O:2][C:3]([CH:4]([CH2:5][CH2:6][C:7](=[O:8])[O:9][C:10]([CH3:11])([CH3:12])[CH3:13])[NH:14][C:15](=[O:16])[c:17]1[n:18][n:19](-[c:38]2[cH:39][cH:40][cH:41][cH:42][cH:43]2)[c:20]([O:22][CH2:23][C:24](=[O:25])[N:26]2[CH:27]([C:31]([NH:32][CH:33]3[CH2:34][CH2:35][CH2:36]3)=[O:37])[CH2:28][CH2:29][CH2:30]2)[cH:21]1)=[O:44].[Li+:46].[OH-:45]>>[O:2]=[C:3]([CH:4]([CH2:5][CH2:6][C:7](=[O:8])[O:9][C:10]([CH3:11])([CH3:12])[CH3:13])[NH:14][C:15](=[O:16])[c:17]1[n:18][n:19](-[c:38]2[cH:39][cH:40][cH:41][cH:42][cH:43]2)[c:20]([O:22][CH2:23][C:24](=[O:25])[N:26]2[CH:27]([C:31]([NH:32][CH:33]3[CH2:34][CH2:35][CH2:36]3)=[O:37])[CH2:28][CH2:29][CH2:30]2)[cH:21]1)[OH:44]. The reactants are C1CCOC1, COC(=O)C(CCC(=O)OC(C)(C)C)NC(=O)c1cc(OCC(=O)N2CCCC2C(=O)NC2CCC2)n(-c2ccccc2)n1, [Li+], [OH-]. The product is CC(C)(C)OC(=O)CCC(NC(=O)c1cc(OCC(=O)N2CCCC2C(=O)NC2CCC2)n(-c2ccccc2)n1)C(=O)O.